This data is from the Open Reaction Database (ORD), a public repository of structured organic reaction records. The task is: describe an organic reaction: reactants, conditions, products, and yield The reactants are Cl.ClC1=C(C=CC=C1Cl)N1CCNCC1 (1-(2,3-dichlorophenyl)piperazine hydrochloride), C(C)(C)N(CC)C(C)C (diisopropylethylamine), BrCCCCC(=O)N1CCC2=CC=CC=C12 (5-bromo-1-(2,3-dihydro-1H-indol-1-yl)pentan-1-one). Solvent: CC(CC)=O (butanone). Run at temperature 45 celsius. Yields the product ClC1=C(C=CC=C1Cl)N1CCN(CC1)CCCCC(=O)N1CCC2=CC=CC=C12 (5-[4-(2,3-Dichlorophenyl)piperazin-1-yl]-1-(2,3-dihydro-1H-indol-1-yl)pentan-1-one). Reaction SMILES: Cl.[Cl:2][C:3]1[C:8]([Cl:9])=[CH:7][CH:6]=[CH:5][C:4]=1[N:10]1[CH2:15][CH2:14][NH:13][CH2:12][CH2:11]1.C(N(C(C)C)CC)(C)C.Br[CH2:26][CH2:27][CH2:28][CH2:29][C:30]([N:32]1[C:40]2[C:35](=[CH:36][CH:37]=[CH:38][CH:39]=2)[CH2:34][CH2:33]1)=[O:31]>CC(=O)CC>[Cl:2][C:3]1[C:8]([Cl:9])=[CH:7][CH:6]=[CH:5][C:4]=1[N:10]1[CH2:15][CH2:14][N:13]([CH2:26][CH2:27][CH2:28][CH2:29][C:30]([N:32]2[C:40]3[C:35](=[CH:36][CH:37]=[CH:38][CH:39]=3)[CH2:34][CH2:33]2)=[O:31])[CH2:12][CH2:11]1 |f:0.1|. Procedure: A mixture of 1-(2,3-dichlorophenyl)piperazine hydrochloride (8.0 g) and diisopropylethylamine (15 mL) in butanone (50 mL) was heated to 45° C. followed by the addition of 5-bromo-1-(2,3-dihydro-1H-indol-1-yl)pentan-1-one (5.4 g). The resulting mixture was boiled under reflux for 40 h and filtered hot. The remaining organic phase was left to crystallise, and a white crystalline material was collected by filtration and washed with acetone (3.8 g). Mp 121–123° C. 1H NMR (DMSO-d6): 1.50–1.70 (m, 4H)... Yields the product FC1=CC=C(C=C1)C(CC(=O)OCC)=O (4-Fluoro-β-oxobenzenepropanoic acid, ethyl ester). Yield: 47.9%. Procedure: A solution of 4-fluoroacetophenone (100 g, 7.239 mol) in dry THF (100 ml) was added dropwise over 2.5 hours to a refluxing slurry of hexane-washed NaH (68.3 g, 60% oil dispersion, 1.708 mol) and diethyl carbonate (176.0 ml, 1.453 mol) in dry THF (300 ml). This solution was refluxed an additional 0.5 hours, cooled (0° C.), and a solution of ethanol (50 ml) in dry THF (150 ml) was added to quench the excess NaH. 300 ml of water and 100 ml of acetic acid were added, and this mixture was extracted w... Run at temperature 0 celsius. Reaction SMILES: [CH3:1][C:2]([C:4]1[CH:9]=[CH:8][C:7]([F:10])=[CH:6][CH:5]=1)=[O:3].CCCCCC.[H-].[Na+].[C:19](=O)([O:23]CC)[O:20][CH2:21][CH3:22]>C1COCC1.C(O)C>[F:10][C:7]1[CH:8]=[CH:9][C:4]([C:2](=[O:3])[CH2:1][C:19]([O:20][CH2:21][CH3:22])=[O:23])=[CH:5][CH:6]=1 |f:2.3|. Solvent: C1CCOC1 (THF), C1CCOC1 (THF), C(C)O (ethanol), C1CCOC1 (THF). Starting materials: CC(=O)C1=CC=C(C=C1)F (4-fluoroacetophenone), CCCCCC (hexane), [H-].[Na+] (NaH), C(OCC)(OCC)=O (diethyl carbonate). The reactants are O=C(O)c1cnc(C(F)(F)F)cn1, CC1(c2cc(N)ccc2F)N=C(N)OCC1(F)F. The product is CC1(c2cc(NC(=O)c3cnc(C(F)(F)F)cn3)ccc2F)N=C(N)OCC1(F)F. RXN SMILES: [F:19][C:20]([c:21]1[n:22][cH:23][c:24]([C:27](=[O:28])[OH:29])[n:25][cH:26]1)([F:30])[F:31].[NH2:1][c:2]1[cH:3][cH:4][c:5]([F:18])[c:6]([C:8]2([CH3:17])[N:9]=[C:10]([NH2:16])[O:11][CH2:12][C:13]2([F:14])[F:15])[cH:7]1>>[NH:1]([c:2]1[cH:3][cH:4][c:5]([F:18])[c:6]([C:8]2([CH3:17])[N:9]=[C:10]([NH2:16])[O:11][CH2:12][C:13]2([F:14])[F:15])[cH:7]1)[C:27]([c:24]1[cH:23][n:22][c:21]([C:20]([F:19])([F:30])[F:31])[cH:26][n:25]1)=[O:28]. Starting materials: [Cl-].ClC1=C(C(=CC(=C1C[P+](C1=CC=CC=C1)(C1=CC=CC=C1)C1=CC=CC=C1)C)OC)C (6-chloro-4-methoxy-2,5-dimethyl-benzyl-triphenylphosphonium chloride), C(C)OC(C=C(C=CC=C(C)C=O)C)=O (7-formyl-3-methyl-octa-2,4,6-trien-1-oic acid ethyl ester). The product is C(C)OC(C=C(C=CC=C(C=CC1=C(C=C(C(=C1Cl)C)OC)C)C)C)=O (9-(6-chloro-4-methoxy-2,5-dimethyl-phenyl)-3,7-dimethyl-nona-2,4,6,8-tetraen-1-oic acid ethyl ester). Reaction SMILES: [Cl-].[Cl:2][C:3]1[C:8]([CH2:9][P+](C2C=CC=CC=2)(C2C=CC=CC=2)C2C=CC=CC=2)=[C:7]([CH3:29])[CH:6]=[C:5]([O:30][CH3:31])[C:4]=1[CH3:32].[CH2:33]([O:35][C:36](=[O:47])[CH:37]=[C:38]([CH3:46])[CH:39]=[CH:40][CH:41]=[C:42]([CH:44]=O)[CH3:43])[CH3:34]>>[CH2:33]([O:35][C:36](=[O:47])[CH:37]=[C:38]([CH3:46])[CH:39]=[CH:40][CH:41]=[C:42]([CH3:44])[CH:43]=[CH:9][C:8]1[C:3]([Cl:2])=[C:4]([CH3:32])[C:5]([O:30][CH3:31])=[CH:6][C:7]=1[CH3:29])[CH3:34] |f:0.1|. Procedure details: By the procedure of Example 1, 6-chloro-4-methoxy-2,5-dimethyl-benzyl-triphenylphosphonium chloride is reacted with 7-formyl-3-methyl-octa-2,4,6-trien-1-oic acid ethyl ester to obtain 9-(6-chloro-4-methoxy-2,5-dimethyl-phenyl)-3,7-dimethyl-nona-2,4,6,8-tetraen-1-oic acid ethyl ester of melting point 106-107° C. Reactants: C1CC2=CC=CC=C2CC3=CC=CC=C31 (dibenzosuberane), BrC1=CC=C(C(C=O)=C1)OC (5-bromo-o-anisaldehyde), toluene hexanes. Yields the product BrC=1C=CC(=C(C=C2C3=C(CCC4=C2C=CC=C4)C=CC=C3)C1)OC (5-(5-Bromo-2-methoxy-benzylidene)-10,11-dihydro-5H-dibenzo[a,d]cycloheptene). The yield is 65.5%. As a reaction SMILES: [CH2:1]1[C:15]2[C:10](=[CH:11][CH:12]=[CH:13][CH:14]=2)[CH2:9][C:8]2[C:3](=[CH:4][CH:5]=[CH:6][CH:7]=2)[CH2:2]1.[Br:16][C:17]1[CH:24]=[C:21]([CH:22]=O)[C:20]([O:25][CH3:26])=[CH:19][CH:18]=1>>[Br:16][C:17]1[CH:18]=[CH:19][C:20]([O:25][CH3:26])=[C:21]([CH:24]=1)[CH:22]=[C:9]1[C:8]2[CH:7]=[CH:6][CH:5]=[CH:4][C:3]=2[CH2:2][CH2:1][C:15]2[CH:14]=[CH:13][CH:12]=[CH:11][C:10]1=2. Procedure: Following the procedures essentially as described for Preparation 5 and Example 28 above, using dibenzosuberane (15.0 g, 77.2 mmol) and 5-bromo-o-anisaldehyde (16.6 g, 77.2 mmol), recrystallization from boiling toluene/hexanes affords 19.78 g (65%) of the title compound as a tan solid. 1H-NMR (CDCl3) δ 2.76-3.70 (br m, 4H), 3.81 (s, 3H), 6.69 (d, 1H), 6.76 (d, 1H), 6.88-7.29 (m, 9H), 7.53 (m, 1H); HPLC shows 100% purity.